The task is: describe an organic reaction: reactants, conditions, products, and yield. This data is from the Open Reaction Database (ORD), a public repository of structured organic reaction records. Starting materials: Br.ClC1=C(C=C(C=C1)C1(N(C(SC1)=NC)C)O)S(=O)(=O)Cl (4-(4-chloro-3-chlorosulfonylphenyl)-3-methyl-2-methylimino-1,3-thiazolidine-4-ol-hydrobromide), COC(CN)C (2-methoxypropyl amine), C(C)#N (acetonitrile). Run in C(C)O (ethanol). Yields the product ClC1=C(C=C(C=C1)C1(N(C(SC1)=NC)C)O)S(NCC(C)OC)(=O)=O (4-[4-Chloro-3-(2-methoxypropylsulfamoyl)-phenyl]-3-methyl-2-methylimino-1,3-thiazolidine-4-ol). RXN SMILES: Br.[Cl:2][C:3]1[CH:8]=[CH:7][C:6]([C:9]2([OH:17])[CH2:13][S:12][C:11](=[N:14][CH3:15])[N:10]2[CH3:16])=[CH:5][C:4]=1[S:18](Cl)(=[O:20])=[O:19].[CH3:22][O:23][CH:24]([CH3:27])[CH2:25][NH2:26].C(#N)C>C(O)C>[Cl:2][C:3]1[CH:8]=[CH:7][C:6]([C:9]2([OH:17])[CH2:13][S:12][C:11](=[N:14][CH3:15])[N:10]2[CH3:16])=[CH:5][C:4]=1[S:18](=[O:20])(=[O:19])[NH:26][CH2:25][CH:24]([O:23][CH3:22])[CH3:27] |f:0.1|. Reported procedure: 6.5 g of 4-(4-chloro-3-chlorosulfonylphenyl)-3-methyl-2-methylimino-1,3-thiazolidine-4-ol-hydrobromide were reacted as prescribed in Example 76 with 5 g of 2-methoxypropyl amine in 100 ml of ethanol and worked up. Colorless crystalline solid substance, melting point: 148° C (acetonitrile/active charcoal). Reactants: [BH4-], CO, [Na+], O=C1CCC(c2ccccc2)C1. Yields the product OC1CCC(c2ccccc2)C1. Reaction SMILES: [BH4-:13].[CH3:15][OH:16].[Na+:14].[c:1]1([CH:7]2[CH2:8][C:9](=[O:12])[CH2:10][CH2:11]2)[cH:2][cH:3][cH:4][cH:5][cH:6]1>>[c:1]1([CH:7]2[CH2:8][CH:9]([OH:12])[CH2:10][CH2:11]2)[cH:2][cH:3][cH:4][cH:5][cH:6]1. Starting materials: CO, CN1CCN(c2c(Cl)cc3c([nH]c4cnccc43)c2[N+](=O)[O-])CC1. The product is CN1CCN(c2c(Cl)cc3c([nH]c4cnccc43)c2N)CC1. As a reaction SMILES: [CH3:25][OH:26].[Cl:1][c:2]1[cH:3][c:4]2[c:5]3[cH:6][cH:7][n:8][cH:9][c:10]3[nH:11][c:12]2[c:13]([N+:22]([O-:23])=[O:24])[c:14]1[N:15]1[CH2:16][CH2:17][N:18]([CH3:21])[CH2:19][CH2:20]1>>[Cl:1][c:2]1[cH:3][c:4]2[c:5]3[cH:6][cH:7][n:8][cH:9][c:10]3[nH:11][c:12]2[c:13]([NH2:22])[c:14]1[N:15]1[CH2:16][CH2:17][N:18]([CH3:21])[CH2:19][CH2:20]1. The reactants are [Al+3], CC1CNCCC1(C)c1cccc(-c2c[nH]nn2)c1, CCN=C=NCCCN(C)C, CN(C)C=O, [Cl-], Cl, [H-], [H-], [H-], [H-], [Li+], [NH4+], [Na+], O=C(O)CCC1CCCCO1, C1CCOC1, O, On1nnc2ccccc21, O=C([O-])O. Yields the product CC1CN(CCCC2CCCCO2)CCC1(C)c1cccc(-c2c[nH]nn2)c1. As a reaction SMILES: [Al+3:60].[CH3:1][CH:2]1[CH2:3][NH:4][CH2:5][CH2:6][C:7]1([c:8]1[cH:9][c:10](-[c:14]2[n:15][n:16][nH:17][cH:18]2)[cH:11][cH:12][cH:13]1)[CH3:19].[CH3:32][N:33]([CH3:34])[CH2:35][CH2:36][CH2:37][N:38]=[C:39]=[N:40][CH2:41][CH3:42].[CH3:67][N:68]([CH3:69])[CH:70]=[O:71].[Cl-:65].[ClH:31].[H-:59].[H-:62].[H-:63].[H-:64].[Li+:61].[NH4+:66].[Na+:54].[O:20]1[CH:21]([CH2:26][CH2:27][C:28]([OH:29])=[O:30])[CH2:22][CH2:23][CH2:24][CH2:25]1.[O:72]1[CH2:73][CH2:74][CH2:75][CH2:76]1.[OH2:43].[OH:44][n:45]1[c:46]2[cH:47][cH:48][cH:49][cH:50][c:51]2[n:52][n:53]1.[OH:55][C:56](=[O:57])[O-:58]>>[CH3:1][CH:2]1[CH2:3][N:4]([CH2:28][CH2:27][CH2:26][CH:21]2[O:20][CH2:25][CH2:24][CH2:23][CH2:22]2)[CH2:5][CH2:6][C:7]1([c:8]1[cH:9][c:10](-[c:14]2[n:15][n:16][nH:17][cH:18]2)[cH:11][cH:12][cH:13]1)[CH3:19]. Starting materials: C(C(=O)Cl)(=O)Cl (oxalyl chloride), CN(C)CC1=CC=C(C(=O)O)C=C1 (4-(N,N-dimethylaminomethyl) benzoic acid), NCC1=CC=C(C(=O)OC)C=C1 (methyl 4-aminomethylbenzoate), C=O (CH2O), Na(OAc)3, [OH-].[Na+] (NaOH). The product is CN(C)CC1=CC=C(C(=O)Cl)C=C1 (4-(N,N-dimethylaminomethyl) benzoyl chloride). As a reaction SMILES: [C:1](Cl)(=O)[C:2]([Cl:4])=[O:3].[CH3:7][N:8]([CH2:10][C:11]1[CH:19]=[CH:18]C(C(O)=O)=[CH:13][CH:12]=1)[CH3:9].NCC1C=CC(C(OC)=O)=CC=1.C=O.[OH-].[Na+]>>[CH3:7][N:8]([CH2:10][C:11]1[CH:19]=[CH:18][C:1]([C:2]([Cl:4])=[O:3])=[CH:13][CH:12]=1)[CH3:9] |f:4.5|. Procedure details: The 4-(N,N-dimethylaminomethyl) benzoyl chloride was prepared by reacting the acid with excess oxalyl chloride for 1 hr at 25° C. The 4-(N,N-dimethylaminomethyl) benzoic acid was in turn prepared from methyl 4-aminomethylbenzoate via reductive alkylation (CH2O, Na(OAc)3 BH as in J. Org. Chem., 1972, 37, 1673) followed by hydrolysis using 10% aqueous NaOH.